From a dataset of the Open Reaction Database (ORD), a public repository of structured organic reaction records. describe an organic reaction: reactants, conditions, products, and yield Starting materials: O=C([O-])[O-], COC(CBr)OC, CCOC(C)=O, [Cs+], [Cs+], CC(=O)c1ccc(O)c(Cl)c1N, CN(C)C=O, O. Yields the product COC(COc1ccc(C(C)=O)c(N)c1Cl)OC. Reaction SMILES: [C:13](=[O:14])([O-:15])[O-:16].[CH3:19][O:20][CH:21]([CH2:22][Br:23])[O:24][CH3:25].[CH3:26][CH2:27][O:28][C:29]([CH3:30])=[O:31].[Cs+:17].[Cs+:18].[NH2:1][c:2]1[c:3]([C:10]([CH3:11])=[O:12])[cH:4][cH:5][c:6]([OH:9])[c:7]1[Cl:8].[O:32]=[CH:33][N:34]([CH3:35])[CH3:36].[OH2:37]>>[NH2:1][c:2]1[c:3]([C:10]([CH3:11])=[O:12])[cH:4][cH:5][c:6]([O:9][CH2:22][CH:21]([O:20][CH3:19])[O:24][CH3:25])[c:7]1[Cl:8]. Reactants: CC(C)([O-])C.[K+] (Potassium tert-butoxide), ClC(C(=O)OCC)(C1OC(CC(C1Cl)(C)C)=O)Cl (ethyl α,α,3-trichloro-3,4,5,6-tetrahydro-4,4-dimethyl-6-oxo-2H-pyran-2-acetate), [Cl-].[NH4+] (ammonium chloride). Solvent: O1CCCC1 (tetrahydrofuran). Reaction conditions: temperature -20 celsius. Yields the product ClC(C(=O)OCC)(C1C2C(C2C(O1)=O)(C)C)Cl (ethyl α,α-dichloro-6,6-dimethyl-4-oxo-3-oxabicyclo[3.1.0]hexane-2-acetate). Isolated yield 59.9%. As a reaction SMILES: [Cl:1][C:2]([Cl:18])([CH:8]1[CH:13](Cl)[C:12]([CH3:16])([CH3:15])[CH2:11][C:10](=[O:17])[O:9]1)[C:3]([O:5][CH2:6][CH3:7])=[O:4].CC(C)([O-])C.[K+].[Cl-].[NH4+]>O1CCCC1>[Cl:1][C:2]([Cl:18])([CH:8]1[O:9][C:10](=[O:17])[CH:11]2[CH:13]1[C:12]2([CH3:16])[CH3:15])[C:3]([O:5][CH2:6][CH3:7])=[O:4] |f:1.2,3.4|. Procedure details: A solution of ethyl α,α,3-trichloro-3,4,5,6-tetrahydro-4,4-dimethyl-6-oxo-2H-pyran-2-acetate (3.43 g, 10.8 mmol) in 20 ml of tetrahydrofuran was cooled to -20° C. Potassium tert-butoxide was added in small portions while the mixture was stirred and maintained at -20° C. over a period of two hours. A total of 1.4 g (12.5 mmol) was added. Aqueous ammonium chloride was added and the mixture was extracted with methylene chloride. Purification by column chromatography gave 1.82 g of ethyl α,α-dichlor... The reactants are C(#C)C1=CC=C(C=C1)C1C(C1)C(=O)OC (methyl 2-(4-ethynylphenyl)cyclopropanecarboxylate), IC1=CC(=CC=C1)C (1-iodo-3-methylbenzene). Product: C1(=CC=C(C=C1)C#CC1=CC=C(C=C1)C1C(C1)C(=O)OC)C (Methyl 2-(4-(p-tolylethynyl)phenyl)cyclopropanecarboxylate). Reaction SMILES: [C:1]([C:3]1[CH:8]=[CH:7][C:6]([CH:9]2[CH2:11][CH:10]2[C:12]([O:14][CH3:15])=[O:13])=[CH:5][CH:4]=1)#[CH:2].I[C:17]1[CH:22]=[CH:21][CH:20]=[C:19]([CH3:23])[CH:18]=1>>[C:19]1([CH3:23])[CH:20]=[CH:21][C:22]([C:2]#[C:1][C:3]2[CH:8]=[CH:7][C:6]([CH:9]3[CH2:11][CH:10]3[C:12]([O:14][CH3:15])=[O:13])=[CH:5][CH:4]=2)=[CH:17][CH:18]=1. Reported procedure: The title compound was prepared from methyl 2-(4-ethynylphenyl)cyclopropanecarboxylate (80 mg, 0.40 mmol) and 1-iodo-3-methylbenzene (97 mg, 0.44 mmol) according to the general procedure IF to give 57 mg (49%) of a white after purification by flash chromatography (SiO2, EtOAc:PE, 1:9): Rf=0.43 (EtOAc:PE, 1:4); 1H NMR (CDCl3) δ 7.46-7.38 (m, 4H), 7.14 (d, J=7.9 Hz, 2H), 7.06 (d, J=8.2 Hz, 2H), 3.72 (s, 3H), 2.59-2.47 (m, 1H), 2.36 (s, 3H), 1.92 (ddd, J=8.5, 5.3, 4.2 Hz, 1H), 1.63 (dt, J=9.9, 5.0 ... Reactants: CN1C(C2C(C(N3CCCCC23)\C=C\C2=NC=C(C=C2)C2=CC(=CC=C2)C(F)(F)F)C1=O)=O (2-Methyl-4-{(E)-2-[5-(3-trifluoromethyl phenyl)pyridin-2-yl]vinyl}octahydropyrrolo[3,4-a]indolizine-1,3-dione), BrC=1C=CC(=NC1)/C=C/C1C2C(C3CCCCN13)C(N(C2=O)C)=O (4-[(E)-2-(5-bromopyridin-2-yl)vinyl]-2-methyloctahydropyrrolo[3,4-a]-indolizine-1,3-dione), BrC=1C=CC(=NC1)/C=C/C1C2C(C3CCCCN13)C(N(C2=O)C)=O (4-[(E)-2-(5-bromopyridin-2-yl)vinyl]-2-methyloctahydropyrrolo[3,4-a]-indolizine-1,3-dione), S1C=C(C=C1)B(O)O (3-thiophene-boronic acid). Product: CN1C(C2C(C(N3CCCCC23)\C=C\C2=NC=C(C=C2)C2=CSC=C2)C1=O)=O (2-Methyl-4-[(E)-2-(5-thiophen-3-ylpyridin-2-yl)vinyl]octahydropyrrolo[3,4-a]indolizine-1,3-dione). Reaction SMILES: [CH3:1][N:2]1[C:31](=[O:32])[CH:5]2[CH:6](/[CH:13]=[CH:14]/[C:15]3[CH:20]=[CH:19][C:18]([C:21]4[CH:26]=[CH:25]C=C(C(F)(F)F)[CH:22]=4)=[CH:17][N:16]=3)[N:7]3[CH:12]([CH:4]2[C:3]1=[O:33])[CH2:11][CH2:10][CH2:9][CH2:8]3.BrC1C=CC(/C=C/C2N3C(CCCC3)C3C(=O)N(C)C(=O)C23)=NC=1.[S:58]1C=CC(B(O)O)=C1>>[CH3:1][N:2]1[C:31](=[O:32])[CH:5]2[CH:6](/[CH:13]=[CH:14]/[C:15]3[CH:20]=[CH:19][C:18]([C:21]4[CH:26]=[CH:25][S:58][CH:22]=4)=[CH:17][N:16]=3)[N:7]3[CH:12]([CH:4]2[C:3]1=[O:33])[CH2:11][CH2:10][CH2:9][CH2:8]3. Reported procedure: The title compound is prepared analogously to the compound from Example 17 from 42 mg of 4-[(E)-2-(5-bromopyridin-2-yl)vinyl]-2-methyloctahydropyrrolo[3,4-a]-indolizine-1,3-dione (from Example 6, racemic mixture 3) and 15 mg of 3-thiophene-boronic acid. The reactants are [Li+].CC(C)[N-]C(C)C (LDA), COC(=O)C1=CN(C(=C1)Br)C(C)C (5-bromo-1-isopropyl-1H-pyrrole-3-carboxylic acid methyl ester), ClC1=CC=C(C=O)C=C1 (4-chlorobenzaldehyde). Run in C1CCOC1 (THF), C1CCOC1 (THF). Conditions: temperature -20 celsius, time 2 hour. Product: COC(=O)C1=C(N(C(=C1)Br)C(C)C)C(O)C1=CC=C(C=C1)Cl (5-Bromo-2-[(4-chloro-phenyl)-hydroxy-methyl]-1-isopropyl-1H-pyrrole-3-carboxylic acid methyl ester). Reaction SMILES: [Li+].CC([N-]C(C)C)C.[CH3:9][O:10][C:11]([C:13]1[CH:17]=[C:16]([Br:18])[N:15]([CH:19]([CH3:21])[CH3:20])[CH:14]=1)=[O:12].[Cl:22][C:23]1[CH:30]=[CH:29][C:26]([CH:27]=[O:28])=[CH:25][CH:24]=1>C1COCC1>[CH3:9][O:10][C:11]([C:13]1[CH:17]=[C:16]([Br:18])[N:15]([CH:19]([CH3:21])[CH3:20])[C:14]=1[CH:27]([C:26]1[CH:29]=[CH:30][C:23]([Cl:22])=[CH:24][CH:25]=1)[OH:28])=[O:12] |f:0.1|. Procedure: LDA (6.20 mmol) was added dropwise to a solution of 5-bromo-1-isopropyl-1H-pyrrole-3-carboxylic acid methyl ester (Step D4) (2.066 mmol) in THF (15 mL) at −78° C. and the mixture was stirred for 2 h. A solution of 4-chlorobenzaldehyde [104-88-1] (6.20 mmol) in THF (5 mL) was added and the mixture was stirred for 1 h. The mixture was warmed to −20° C., quenched with HOAc and stirred at rt overnight. The reaction mixture was diluted with H2O and extracted with EtOAc (3×). The combined organic laye... Starting materials: FC(C1=CC=C(C=C1)C(C)(C)O)(F)F (2-(4-(Trifluoromethyl)phenyl)-2-propanol), C(C)(=O)O (acetic acid). The reagents and catalysts are [OH-].[Pd+2].[OH-] (palladium(II) hydroxide). Run in CO (methanol). Yields the product C(C)(C)C1=CC=C(C=C1)C(F)(F)F (4-Isopropyl-1-(trifluoromethyl)benzene). RXN SMILES: [F:1][C:2]([F:14])([F:13])[C:3]1[CH:8]=[CH:7][C:6]([C:9](O)([CH3:11])[CH3:10])=[CH:5][CH:4]=1.C(O)(=O)C>CO.[OH-].[Pd+2].[OH-]>[CH:9]([C:6]1[CH:7]=[CH:8][C:3]([C:2]([F:1])([F:13])[F:14])=[CH:4][CH:5]=1)([CH3:11])[CH3:10] |f:3.4.5|. Reported procedure: 2-(4-(Trifluoromethyl)phenyl)-2-propanol (233 mg, 1.14 mmol), acetic acid (0.50 mL) and 20% palladium(II) hydroxide (120 mg) were combined in 2.0 mL of methanol and subjected to hydrogenation at 48 psi on a Parr shaker overnight. The mixture was centrifuged and the supernatant was filtered through 0.45 micron filter. The catalyst was washed with 3.0 mL of methanol followed by 2×3.0 mL of pentane. The combined filtrates were diluted with 20 mL of pentane and washed with 35 mL of saturated sodium ... Reactants: BrC1=CC=C(S1)S(=O)(=O)NC(C)(C)C (5-bromo-N-(1,1-dimethylethyl)-2-thiophenesulfonamide), CC1(OB(OC1(C)C)C=1C=C2C=CNC2=C(C1)C(=O)N)C (5-(4,4,5,5-tetramethyl-1,3,2-dioxaborolan-2-yl)-1H-indole-7-carboxamide), C([O-])([O-])=O.[K+].[K+] (potassium carbonate). The reagents and catalysts are C=1C=CC(=CC1)[P](C=2C=CC=CC2)(C=3C=CC=CC3)[Pd]([P](C=4C=CC=CC4)(C=5C=CC=CC5)C=6C=CC=CC6)([P](C=7C=CC=CC7)(C=8C=CC=CC8)C=9C=CC=CC9)[P](C=1C=CC=CC1)(C=1C=CC=CC1)C=1C=CC=CC1 (Pd(PPh3)4). The product is CC(C)(C)NS(=O)(=O)C1=CC=C(S1)C=1C=C2C=CNC2=C(C1)C(=O)N (5-(5-{[(1,1-Dimethylethyl)amino]sulfonyl}-2-thienyl)-1H-indole-7-carboxamide). The yield is 59.1%. As a reaction SMILES: Br[C:2]1[S:6][C:5]([S:7]([NH:10][C:11]([CH3:14])([CH3:13])[CH3:12])(=[O:9])=[O:8])=[CH:4][CH:3]=1.CC1(C)C(C)(C)OB([C:23]2[CH:24]=[C:25]3[C:29](=[C:30]([C:32]([NH2:34])=[O:33])[CH:31]=2)[NH:28][CH:27]=[CH:26]3)O1.C(=O)([O-])[O-].[K+].[K+]>C1C=CC([P]([Pd]([P](C2C=CC=CC=2)(C2C=CC=CC=2)C2C=CC=CC=2)([P](C2C=CC=CC=2)(C2C=CC=CC=2)C2C=CC=CC=2)[P](C2C=CC=CC=2)(C2C=CC=CC=2)C2C=CC=CC=2)(C2C=CC=CC=2)C2C=CC=CC=2)=CC=1>[CH3:12][C:11]([NH:10][S:7]([C:5]1[S:6][C:2]([C:23]2[CH:24]=[C:25]3[C:29](=[C:30]([C:32]([NH2:34])=[O:33])[CH:31]=2)[NH:28][CH:27]=[CH:26]3)=[CH:3][CH:4]=1)(=[O:9])=[O:8])([CH3:14])[CH3:13] |f:2.3.4,^1:45,47,66,85|. Reported procedure: 5-bromo-N-(1,1-dimethylethyl)-2-thiophenesulfonamide (828 mg, 2.78 mmol) and 5-(4,4,5,5-tetramethyl-1,3,2-dioxaborolan-2-yl)-1H-indole-7-carboxamide (4.17 mmol, 1.5 eq), potassium carbonate (1.524 g) and Pd(PPh3)4 (50 mg) were heated in Microwave at 150 degree for 15 mins after degassing for 5 mins with argon. The reaction solution was filtered off palladium with PL-thiol MP SPE cartridge, concentrated and purified by HPLC with CH3CN/H2O/0.1% TFA to give 620 mg title compound.